Dataset: the Open Reaction Database (ORD), a public repository of structured organic reaction records. Task: describe an organic reaction: reactants, conditions, products, and yield Starting materials: C(C)(C)C=1C(=C(C=C(C1)C(C)C)B(O)O)OCCC (3,5-di-iso-propyl-2-n-propoxy phenylboronic acid), C(=O)C1=CC2=C(S1)C=CC=C2I (2-formyl-4-iodo-benzo[b]thiophene), C([O-])([O-])=O.[Na+].[Na+] (sodium carbonate), O (water). The reagents and catalysts are C=1C=CC(=CC1)[P](C=2C=CC=CC2)(C=3C=CC=CC3)[Pd]([P](C=4C=CC=CC4)(C=5C=CC=CC5)C=6C=CC=CC6)([P](C=7C=CC=CC7)(C=8C=CC=CC8)C=9C=CC=CC9)[P](C=1C=CC=CC1)(C=1C=CC=CC1)C=1C=CC=CC1 (Pd(PPh3)4). Solvent: C1(=CC=CC=C1)C (toluene), C(C)O (ethanol). Yields the product C(=O)C1=CC2=C(S1)C=CC=C2C2=C(C(=CC(=C2)C(C)C)C(C)C)OCCC (2-formyl-4-(2-n-propoxy-3,5-di-iso-propylphenyl)-benzo[b]thiophene). Reaction SMILES: [CH:1]([C:4]1[C:5]([O:16][CH2:17][CH2:18][CH3:19])=[C:6](B(O)O)[CH:7]=[C:8]([CH:10]([CH3:12])[CH3:11])[CH:9]=1)([CH3:3])[CH3:2].[CH:20]([C:22]1[S:26][C:25]2[CH:27]=[CH:28][CH:29]=[C:30](I)[C:24]=2[CH:23]=1)=[O:21].C(=O)([O-])[O-].[Na+].[Na+].O>C1(C)C=CC=CC=1.C(O)C.C1C=CC([P]([Pd]([P](C2C=CC=CC=2)(C2C=CC=CC=2)C2C=CC=CC=2)([P](C2C=CC=CC=2)(C2C=CC=CC=2)C2C=CC=CC=2)[P](C2C=CC=CC=2)(C2C=CC=CC=2)C2C=CC=CC=2)(C2C=CC=CC=2)C2C=CC=CC=2)=CC=1>[CH:20]([C:22]1[S:26][C:25]2[CH:27]=[CH:28][CH:29]=[C:30]([C:6]3[CH:7]=[C:8]([CH:10]([CH3:12])[CH3:11])[CH:9]=[C:4]([CH:1]([CH3:2])[CH3:3])[C:5]=3[O:16][CH2:17][CH2:18][CH3:19])[C:24]=2[CH:23]=1)=[O:21] |f:2.3.4,^1:52,54,73,92|. Procedure: A mixture of 1.08 mmol of 3,5-di-iso-propyl-2-n-propoxy phenylboronic acid, 1.62 mmol of 2-formyl-4-iodo-benzo[b]thiophene and 62 mg (0.05 mmol) of Pd(PPh3)4, 1 mL of 2N aqueous sodium carbonate in 9 mL of toluene and 4 mL ethanol was heated to reflux. After complexion (TLC), water was added and the solution was extracted with ethyl acetate. The organic layer is dried over MgSO4 and after evaporation of the solvents, the crude oil was purified over a short silica plug (eluent: 10/90=ethyl acetat... Reactants: O=C=NCc1ccccc1, Cc1noc(C)c1Cn1cc(N)cn1, CC#N. Yields the product Cc1noc(C)c1Cn1cc(NC(=O)NCc2ccccc2)cn1. Reaction SMILES: [CH2:15]([c:16]1[cH:17][cH:18][cH:19][cH:20][cH:21]1)[N:22]=[C:23]=[O:24].[CH3:1][c:2]1[n:3][o:4][c:5]([CH3:14])[c:6]1[CH2:7][n:8]1[n:9][cH:10][c:11]([NH2:13])[cH:12]1.[CH3:25][C:26]#[N:27]>>[CH3:1][c:2]1[n:3][o:4][c:5]([CH3:14])[c:6]1[CH2:7][n:8]1[n:9][cH:10][c:11]([NH:13][C:23]([NH:22][CH2:15][c:16]2[cH:17][cH:18][cH:19][cH:20][cH:21]2)=[O:24])[cH:12]1. The reactants are ice water, C(C)OC1=C(C=CC=C1)C1(C(NC2=CC=C(C=C12)OC)=O)O (3-(2-Ethoxy-phenyl)-3-hydroxy-5-methoxy-1,3-dihydro-indol-2-one), N1=CC=CC=C1 (pyridine), O=S(Cl)Cl (SOCl2). The solvent is C(Cl)Cl (CH2Cl2). Reaction conditions: temperature 0 celsius, time 30 minute. Product: ClC1(C(NC2=CC=C(C=C12)OC)=O)C1=C(C=CC=C1)OCC (3-Chloro-3-(2-ethoxy-phenyl)-5-methoxy-1,3-dihydro-indol-2-one). Isolated yield 60.3%. As a reaction SMILES: [CH2:1]([O:3][C:4]1[CH:9]=[CH:8][CH:7]=[CH:6][C:5]=1[C:10]1(O)[C:18]2[C:13](=[CH:14][CH:15]=[C:16]([O:19][CH3:20])[CH:17]=2)[NH:12][C:11]1=[O:21])[CH3:2].N1C=CC=CC=1.O=S(Cl)[Cl:31]>C(Cl)Cl>[Cl:31][C:10]1([C:5]2[CH:6]=[CH:7][CH:8]=[CH:9][C:4]=2[O:3][CH2:1][CH3:2])[C:18]2[C:13](=[CH:14][CH:15]=[C:16]([O:19][CH3:20])[CH:17]=2)[NH:12][C:11]1=[O:21]. Procedure details: 5 g (16.7 mmol) of the intermediate from step A and 2.6 g (33.4 mmol) pyridine were dissolved in 50 mL CH2Cl2 and at 0° C. 3 g (25.1 mmol) SOCl2 were added slowly. Then the reaction mixture was stirred for 30 min. at 0° C. The reaction mixture was poured into an ice/water mixture and the organic phase was separated, washed with H2O, dried over magnesium sulfate and finally the solvent was removed in vacuo. The resulting residue was suspended in ether. The solid residue was separated and dried to... Reactants: O=[Ag-], CC(C)(C)OC(=O)N1CC(O)C(N=[N+]=[N-])C1, C1CCOC1, CC#N, CI. Yields the product COC1CN(C(=O)OC(C)(C)C)CC1N=[N+]=[N-]. RXN SMILES: [Ag-:27]=[O:28].[C:1]([CH3:2])([CH3:3])([CH3:4])[O:5][C:6](=[O:7])[N:8]1[CH2:9][CH:10]([N:14]=[N+:15]=[N-:16])[CH:11]([OH:13])[CH2:12]1.[CH2:22]1[O:23][CH2:24][CH2:25][CH2:26]1.[CH3:19][C:20]#[N:21].[I:17][CH3:18]>>[C:1]([CH3:2])([CH3:3])([CH3:4])[O:5][C:6](=[O:7])[N:8]1[CH2:9][CH:10]([N:14]=[N+:15]=[N-:16])[CH:11]([O:13][CH3:18])[CH2:12]1. Starting materials: CCOC(=O)CNC(=O)c1nnc2ccc(NCCCN3CCC(OC(c4ccccc4)c4ccccc4)CC3)nn12, CCO, [Na+], [OH-]. Yields the product O=C(O)CNC(=O)c1nnc2ccc(NCCCN3CCC(OC(c4ccccc4)c4ccccc4)CC3)nn12. Reaction SMILES: [CH2:1]([CH3:2])[O:3][C:4]([CH2:5][NH:6][C:7](=[O:8])[c:9]1[n:10][n:11][c:12]2[n:13]1[n:14][c:15]([NH:18][CH2:19][CH2:20][CH2:21][N:22]1[CH2:23][CH2:24][CH:25]([O:28][CH:29]([c:30]3[cH:31][cH:32][cH:33][cH:34][cH:35]3)[c:36]3[cH:37][cH:38][cH:39][cH:40][cH:41]3)[CH2:26][CH2:27]1)[cH:16][cH:17]2)=[O:42].[CH3:45][CH2:46][OH:47].[Na+:44].[OH-:43]>>[O:3]=[C:4]([CH2:5][NH:6][C:7](=[O:8])[c:9]1[n:10][n:11][c:12]2[n:13]1[n:14][c:15]([NH:18][CH2:19][CH2:20][CH2:21][N:22]1[CH2:23][CH2:24][CH:25]([O:28][CH:29]([c:30]3[cH:31][cH:32][cH:33][cH:34][cH:35]3)[c:36]3[cH:37][cH:38][cH:39][cH:40][cH:41]3)[CH2:26][CH2:27]1)[cH:16][cH:17]2)[OH:42].